From a dataset of the Open Reaction Database (ORD), a public repository of structured organic reaction records. describe an organic reaction: reactants, conditions, products, and yield The reactants are O1C(CCC2=CC=CC=C12)C(=O)O (chroman-2-carboxylic acid), S(=O)(Cl)Cl (thionyl chloride). Product: O1C(CCC2=CC=CC=C12)C(=O)Cl (chroman-2-carboxylic acid chloride). Yield: 97.6%. Reaction SMILES: [O:1]1[C:10]2[C:5](=[CH:6][CH:7]=[CH:8][CH:9]=2)[CH2:4][CH2:3][CH:2]1[C:11]([OH:13])=O.S(Cl)([Cl:16])=O>>[O:1]1[C:10]2[C:5](=[CH:6][CH:7]=[CH:8][CH:9]=2)[CH2:4][CH2:3][CH:2]1[C:11]([Cl:16])=[O:13]. Procedure: 89.0 g (0.5 mol) chroman-2-carboxylic acid and 71.4 g (0.6 mol) thionyl chloride were heated to 80° for 4-5 hours (end of gas evolution). Destillation (77°-80°/0.1 torr) yielded 96.0 g (98%) chroman-2-carboxylic acid chloride The reactants are C1CCNC1, O=C1CCN(Cc2ccccc2)CC1, CCO, O=[N+]([O-])c1ccc2[nH]ccc2c1. Yields the product O=[N+]([O-])c1ccc2[nH]cc(C3=CCN(Cc4ccccc4)CC3)c2c1. RXN SMILES: [CH2:13]1[CH2:14][NH:15][CH2:16][CH2:17]1.[CH2:18]([c:19]1[cH:20][cH:21][cH:22][cH:23][cH:24]1)[N:25]1[CH2:26][CH2:27][C:28](=[O:31])[CH2:29][CH2:30]1.[CH3:32][CH2:33][OH:34].[N+:1](=[O:2])([O-:3])[c:4]1[cH:5][c:6]2[cH:7][cH:8][nH:9][c:10]2[cH:11][cH:12]1>>[N+:1](=[O:2])([O-:3])[c:4]1[cH:5][c:6]2[c:7]([C:28]3=[CH:27][CH2:26][N:25]([CH2:18][c:19]4[cH:20][cH:21][cH:22][cH:23][cH:24]4)[CH2:30][CH2:29]3)[cH:8][nH:9][c:10]2[cH:11][cH:12]1. Starting materials: N1(CCCCCC1)C(=O)N[C@H](C(=O)O)CC(C)C ((S)-2-[(Azepane-1-carbonyl)-amino]-4-methyl-pentanoic acid), C(C)(C)(C)OC([C@H](CC1=CC=C(C=C1)OC(C)(C)C)N)=O (2(S)-amino-3-(4-tert-butoxy-phenyl)-propionic acid tert-butyl ester). The product is C(C)(C)(C)OC(C(CC1=CC=C(C=C1)OC(C)(C)C)NC(C(CC(C)C)NC(=O)N1CCCCCC1)=O)=O (2-{2-[(Azepane-1-carbonyl)-amino]-4-methyl-pentanoylamino}-3-(4-tert-butoxy-phenyl)-propionic acid tert-butyl ester). Yield: 23.1%. As a reaction SMILES: [N:1]1([C:8]([NH:10][C@@H:11]([CH2:15][CH:16]([CH3:18])[CH3:17])[C:12]([OH:14])=O)=[O:9])[CH2:7][CH2:6][CH2:5][CH2:4][CH2:3][CH2:2]1.[C:19]([O:23][C:24](=[O:39])[C@@H:25]([NH2:38])[CH2:26][C:27]1[CH:32]=[CH:31][C:30]([O:33][C:34]([CH3:37])([CH3:36])[CH3:35])=[CH:29][CH:28]=1)([CH3:22])([CH3:21])[CH3:20]>>[C:19]([O:23][C:24](=[O:39])[CH:25]([NH:38][C:12](=[O:14])[CH:11]([NH:10][C:8]([N:1]1[CH2:2][CH2:3][CH2:4][CH2:5][CH2:6][CH2:7]1)=[O:9])[CH2:15][CH:16]([CH3:18])[CH3:17])[CH2:26][C:27]1[CH:28]=[CH:29][C:30]([O:33][C:34]([CH3:37])([CH3:36])[CH3:35])=[CH:31][CH:32]=1)([CH3:20])([CH3:22])[CH3:21]. Reported procedure: A solution of the product from Example Z (2(S)-[(azepane-1-carbonyl)-amino]-4-methyl-pentanoic acid) (0.20 g, 0.78 mmol) and 2(S)-amino-3-(4-tert-butoxy-phenyl)-propionic acid tert-butyl ester (Bachem, 0.284 g, 0.86 mmol) were coupled according to the procedure described in Example 3. The residue was purified by chromatography (silica gel, 1:1 ethyl acetate/hexane) to give the title compound as a white solid (0.096 g, 29%), mp=87-90° C. Starting materials: [Na+], O=[N+]([O-])[O-], O=S(=O)(O)O, COC(=O)c1cc2ccccc2cn1. Yields the product COC(=O)c1cc2c([N+](=O)[O-])cccc2cn1. Reaction SMILES: [Na+:15].[O-:16][N+:17]([O-:18])=[O:19].[S:20](=[O:21])(=[O:22])([OH:23])[OH:24].[cH:1]1[n:2][c:3]([C:11](=[O:12])[O:13][CH3:14])[cH:4][c:5]2[cH:6][cH:7][cH:8][cH:9][c:10]12>>[cH:1]1[n:2][c:3]([C:11](=[O:12])[O:13][CH3:14])[cH:4][c:5]2[c:6]([N+:17](=[O:16])[O-:18])[cH:7][cH:8][cH:9][c:10]12.